This data is from the Open Reaction Database (ORD), a public repository of structured organic reaction records. The task is: describe an organic reaction: reactants, conditions, products, and yield The product is ClC1=NC=2N(C(N(C(C2N1)=O)CCCC=1C=NN(C1)CC=1SC(=CC1)Cl)=O)CCCCC (8-Chloro-1-(3-{1-[(5-chloro-2-thienyl)methyl]-1H-pyrazol-4-yl}propyl)-3-pentyl-3,7-dihydro-1H-purine-2,6-dione). Procedure: To 8-chloro-3-pentyl-7-(2-propen-1-yl)-1-[3-(1H-pyrazol-4-yl)propyl]-3,7-dihydro-1H-purine-2,6-dione (61 mg, 0.15 mmol) in dry THF (1 ml) at −78° C., under nitrogen, was added potassium t-butoxide (1M in THF, 0.15 ml), followed by 2-chloro-5-(chloromethyl)thiophene (25 mg, 0.15 mmol). Stirring was continued at −78° C. for 15 min, then at room temperature for 1 h and finally at 60° C. for 18 h. The solution was degassed and morpholine (0.13 ml) and tetrakis(triphenylphosphine)palladium(0) (35 mg)... Run in C1CCOC1 (THF). The reactants are ClC1=NC=2N(C(N(C(C2N1CC=C)=O)CCCC=1C=NNC1)=O)CCCCC (8-chloro-3-pentyl-7-(2-propen-1-yl)-1-[3-(1H-pyrazol-4-yl)propyl]-3,7-dihydro-1H-purine-2,6-dione), CC(C)([O-])C.[K+] (potassium t-butoxide), ClC=1SC(=CC1)CCl (2-chloro-5-(chloromethyl)thiophene). The yield is 6.9%. Reaction conditions: time 15 minute. RXN SMILES: [Cl:1][C:2]1[N:10](CC=C)[C:9]2[C:8](=[O:14])[N:7]([CH2:15][CH2:16][CH2:17][C:18]3[CH:19]=[N:20][NH:21][CH:22]=3)[C:6](=[O:23])[N:5]([CH2:24][CH2:25][CH2:26][CH2:27][CH3:28])[C:4]=2[N:3]=1.CC(C)([O-])C.[K+].[Cl:35][C:36]1[S:37][C:38]([CH2:41]Cl)=[CH:39][CH:40]=1>C1COCC1>[Cl:1][C:2]1[NH:10][C:9]2[C:8](=[O:14])[N:7]([CH2:15][CH2:16][CH2:17][C:18]3[CH:22]=[N:21][N:20]([CH2:41][C:38]4[S:37][C:36]([Cl:35])=[CH:40][CH:39]=4)[CH:19]=3)[C:6](=[O:23])[N:5]([CH2:24][CH2:25][CH2:26][CH2:27][CH3:28])[C:4]=2[N:3]=1 |f:1.2|. Starting materials: COc1cc(F)c(C2CCN(C(=O)OC(C)(C)C)CC2)cc1I, CC1C(c2cc(C(F)(F)F)cc(C(F)(F)F)c2)OC(=O)N1Cc1cc(C(F)(F)F)ccc1B1OC(C)(C)C(C)(C)O1. Yields the product COc1cc(F)c(C2CCN(C(=O)OC(C)(C)C)CC2)cc1-c1ccc(C(F)(F)F)cc1CN1C(=O)OC(c2cc(C(F)(F)F)cc(C(F)(F)F)c2)C1C. As a reaction SMILES: [F:1][c:2]1[c:3]([CH:11]2[CH2:12][CH2:13][N:14]([C:17](=[O:18])[O:19][C:20]([CH3:21])([CH3:22])[CH3:23])[CH2:15][CH2:16]2)[cH:4][c:5]([I:10])[c:6]([O:8][CH3:9])[cH:7]1.[F:24][C:25]([c:26]1[cH:27][c:28]([CH:36]2[CH:37]([CH3:62])[N:38]([CH2:42][c:43]3[c:44]([B:53]4[O:54][C:55]([CH3:56])([CH3:57])[C:58]([CH3:59])([CH3:60])[O:61]4)[cH:45][cH:46][c:47]([C:49]([F:50])([F:51])[F:52])[cH:48]3)[C:39](=[O:41])[O:40]2)[cH:29][c:30]([C:32]([F:33])([F:34])[F:35])[cH:31]1)([F:63])[F:64]>>[F:1][c:2]1[c:3]([CH:11]2[CH2:12][CH2:13][N:14]([C:17](=[O:18])[O:19][C:20]([CH3:21])([CH3:22])[CH3:23])[CH2:15][CH2:16]2)[cH:4][c:5](-[c:44]2[c:43]([CH2:42][N:38]3[CH:37]([CH3:62])[CH:36]([c:28]4[cH:27][c:26]([C:25]([F:24])([F:63])[F:64])[cH:31][c:30]([C:32]([F:33])([F:34])[F:35])[cH:29]4)[O:40][C:39]3=[O:41])[cH:48][c:47]([C:49]([F:50])([F:51])[F:52])[cH:46][cH:45]2)[c:6]([O:8][CH3:9])[cH:7]1. The product is FC1=CC(=C(C=C1)C1=C(C=NC=C1)N(C(C1=CC(=NC(=C1)C(F)(F)F)C(F)(F)F)=O)CCS(=O)(=O)C)OC (N-[4-(4-Fluoro-2-methoxy-phenyl)-pyridin-3-yl]-N-(2-methanesulfonyl-ethyl)-2,6-bis-trifluoromethyl-isonicotinamide). Procedure details: The title compound was prepared in analogy to example 90, from [4-(4-fluoro-2-methoxy-phenyl)-pyridin-3-yl]-(2-methanesulfonyl-ethyl)-amine and 2,6-bis(trifluoromethyl)isonicotinic acid (Key Organics Ltd.) after a reaction time of 17 hours. The compound was purified by silica gel chromatography on a 10 g column using a MPLC system eluting with a gradient of n-heptane:EtOAc (100:0 to 0:100). A second chromatography (preparative HPLC (Phenomenex Gemini® column), gradient of acetonitrile:water (con... As a reaction SMILES: [F:1][C:2]1[CH:7]=[CH:6][C:5]([C:8]2[CH:13]=[CH:12][N:11]=[CH:10][C:9]=2[NH:14][CH2:15][CH2:16][S:17]([CH3:20])(=[O:19])=[O:18])=[C:4]([O:21][CH3:22])[CH:3]=1.[F:23][C:24]([F:39])([F:38])[C:25]1[CH:26]=[C:27]([CH:31]=[C:32]([C:34]([F:37])([F:36])[F:35])[N:33]=1)[C:28](O)=[O:29]>>[F:1][C:2]1[CH:7]=[CH:6][C:5]([C:8]2[CH:13]=[CH:12][N:11]=[CH:10][C:9]=2[N:14]([CH2:15][CH2:16][S:17]([CH3:20])(=[O:18])=[O:19])[C:28](=[O:29])[C:27]2[CH:31]=[C:32]([C:34]([F:35])([F:36])[F:37])[N:33]=[C:25]([C:24]([F:39])([F:23])[F:38])[CH:26]=2)=[C:4]([O:21][CH3:22])[CH:3]=1. Reactants: FC1=CC(=C(C=C1)C1=C(C=NC=C1)NCCS(=O)(=O)C)OC ([4-(4-fluoro-2-methoxy-phenyl)-pyridin-3-yl]-(2-methanesulfonyl-ethyl)-amine), FC(C=1C=C(C(=O)O)C=C(N1)C(F)(F)F)(F)F (2,6-bis(trifluoromethyl)isonicotinic acid). Yield: 10.0%. Starting materials: CCN(CCN1CCCc2[nH]c(C=O)c(C)c2C1=O)C(=O)OC(C)(C)C, ClCCl, O=C(O)C(F)(F)F. Yields the product CCNCCN1CCCc2[nH]c(C=O)c(C)c2C1=O. As a reaction SMILES: [C:1]([O:2][C:3](=[O:4])[N:7]([CH2:8][CH2:9][N:10]1[C:11](=[O:23])[c:12]2[c:13]([nH:17][c:18]([CH:21]=[O:22])[c:19]2[CH3:20])[CH2:14][CH2:15][CH2:16]1)[CH2:24][CH3:25])([CH3:5])([CH3:6])[CH3:26].[Cl:34][CH2:35][Cl:36].[OH:27][C:28]([C:29]([F:30])([F:31])[F:32])=[O:33]>>[NH:7]([CH2:8][CH2:9][N:10]1[C:11](=[O:23])[c:12]2[c:13]([nH:17][c:18]([CH:21]=[O:22])[c:19]2[CH3:20])[CH2:14][CH2:15][CH2:16]1)[CH2:24][CH3:25]. The solvent is ClCCl (dichloromethane). Yield: 96.3%. The product is BrC=1C=C2CC(OC2=CC1)CCCCCCCC (5-bromo-2-octylcoumaran). Starting materials: 0.73, C(=O)(O)[O-].[Na+] (NaHCO3), O (water), C(CCCCCCC)C1OC2=CC=CC=C2C1 (2-octylcoumaran), BrBr (bromine), ice water. RXN SMILES: [CH2:1]([CH:9]1[CH2:17][C:16]2[C:11](=[CH:12][CH:13]=[CH:14][CH:15]=2)[O:10]1)[CH2:2][CH2:3][CH2:4][CH2:5][CH2:6][CH2:7][CH3:8].C([O-])(O)=O.[Na+].O.[Br:24]Br>ClCCl>[Br:24][C:14]1[CH:15]=[C:16]2[C:11](=[CH:12][CH:13]=1)[O:10][CH:9]([CH2:1][CH2:2][CH2:3][CH2:4][CH2:5][CH2:6][CH2:7][CH3:8])[CH2:17]2 |f:1.2|. Reported procedure: In a 50 ml-three-necked flask, 2.00 g (8.61 mM) of 2-octylcoumaran and 3.2 ml of dichloremethane were placed and mixed to obtain a solution. To the solution, 0.73 (8.69 mM) of NaHCO3 and 3.2 ml of water were added. To the mixture, a solution of 0.44 ml (0.54 mM) of bromine in 1 ml of dichloromethane were added dropwise in 17 minutes under stirring on an ice bath, followed by stirring for 3 hours and 25 minutes at room temperature. After the reaction, the reaction mixture was poured into ice wate... Starting materials: ice water, O=C1NN=C(C=C1)C=1C(=NN2C1C=CC=C2)C2=CC=CC=C2 (3-(3-oxo-2,3-dihydropyridazin-6-yl)-2-phenylpyrazolo[1,5-a]pyridine), [H-].[Na+] (sodium hydride), C(C)(=O)OCCBr (acetoxyethyl bromide). Solvent: CN(C=O)C (N,N-dimethylformamide). Conditions: time 18 hour. The product is OCCN1N=C(C=CC1=O)C=1C(=NN2C1C=CC=C2)C2=CC=CC=C2 (3-[ 2-(2-hydroxyethyl)-3-oxo-2,3-dihydropyridazin-6-yl]-2-phenylpyrazolo[1,5-a]pyridine). Isolated yield 72.9%. RXN SMILES: [O:1]=[C:2]1[CH:7]=[CH:6][C:5]([C:8]2[C:9]([C:17]3[CH:22]=[CH:21][CH:20]=[CH:19][CH:18]=3)=[N:10][N:11]3[CH:16]=[CH:15][CH:14]=[CH:13][C:12]=23)=[N:4][NH:3]1.[H-].[Na+].[C:25](OCCBr)(=[O:27])[CH3:26]>CN(C)C=O>[OH:27][CH2:25][CH2:26][N:3]1[C:2](=[O:1])[CH:7]=[CH:6][C:5]([C:8]2[C:9]([C:17]3[CH:22]=[CH:21][CH:20]=[CH:19][CH:18]=3)=[N:10][N:11]3[CH:16]=[CH:15][CH:14]=[CH:13][C:12]=23)=[N:4]1 |f:1.2|. Procedure: To a suspension of 3-(3-oxo-2,3-dihydropyridazin-6-yl)-2-phenylpyrazolo[1,5-a]pyridine (1.0 g) and sodium hydride (60% 0.15 g) in N,N-dimethylformamide (10 ml) was added acetoxyethyl bromide (0.58 g) at 5° C., and the resulting mixture was stirred at room temperature for 18 hours. The reaction mixture was poured into ice-water, and extracted twice with ethyl acetate. The extracts were combined, washed successively with 1N sodium hydroxide solution and sodium chloride aqueous solution, dried over...